Dataset: the Open Reaction Database (ORD), a public repository of structured organic reaction records. Task: describe an organic reaction: reactants, conditions, products, and yield Reactants: [Br-], FC(F)Oc1c(Br)cccc1I, Cl, C=C([Zn+])C(F)(F)F, C1CCOC1. As a reaction SMILES: [Br-:1].[Br:9][c:10]1[c:11]([O:17][CH:18]([F:19])[F:20])[c:12]([I:16])[cH:13][cH:14][cH:15]1.[ClH:26].[F:2][C:3]([C:4](=[CH2:5])[Zn+:6])([F:7])[F:8].[O:21]1[CH2:22][CH2:23][CH2:24][CH2:25]1>>[F:2][C:3]([C:4](=[CH2:5])[c:12]1[c:11]([O:17][CH:18]([F:19])[F:20])[c:10]([Br:9])[cH:15][cH:14][cH:13]1)([F:7])[F:8]. Product: C=C(c1cccc(Br)c1OC(F)F)C(F)(F)F. The reactants are C=CC(=O)OC, CC(C)=O, Cc1ccc(N)cc1, Cl, [Cu]I, O=N[O-], [Na+], O. The product is COC(=O)C(Cl)Cc1ccc(C)cc1. Reaction SMILES: [C:14]([CH:15]=[CH2:16])(=[O:17])[O:18][CH3:19].[CH3:23][C:24](=[O:25])[CH3:26].[CH3:5][c:6]1[cH:7][cH:8][c:9]([NH2:10])[cH:11][cH:12]1.[ClH:13].[Cu:21][I:22].[N:1]([O-:2])=[O:3].[Na+:4].[OH2:20]>>[CH3:5][c:6]1[cH:7][cH:8][c:9]([CH2:16][CH:15]([Cl:13])[C:14](=[O:17])[O:18][CH3:19])[cH:11][cH:12]1.